This data is from the Open Reaction Database (ORD), a public repository of structured organic reaction records. The task is: describe an organic reaction: reactants, conditions, products, and yield Reactants: C(C)(C)(C)C1=CC(=C(C=N1)C=1N([C@]([C@](N1)(C)C1=CC=C(C=C1)Cl)(C)C1=CC=C(C=C1)Cl)C(=O)N1CCC(CC1)CC(=O)O)OCC ({1-[(4S,5R)-2-(6-tert-butyl-4-ethoxy-pyridin-3-yl)-4,5-bis-(4-chloro-phenyl)-4,5-dimethyl-4,5-dihydro-imidazole-1-carbonyl]-piperidin-4-yl}-acetic acid), C(C(C)C)NCC(C)C (diisobutylamine). Yields the product C(C)(C)(C)C1=CC(=C(C=N1)C=1N([C@]([C@](N1)(C)C1=CC=C(C=C1)Cl)(C)C1=CC=C(C=C1)Cl)C(=O)N1CCC(CC1)CC(=O)N(CC(C)C)CC(C)C)OCC (2-{1-[(4S,5R)-2-(6-tert-Butyl-4-ethoxy-pyridin-3-yl)-4,5-bis-(4-chloro-phenyl)-4,5-dimethyl-4,5-dihydro-imidazole-1-carbonyl]-piperidin-4-yl}-N,N-diisobutyl-acetamide). RXN SMILES: [C:1]([C:5]1[N:10]=[CH:9][C:8]([C:11]2[N:12]([C:32]([N:34]3[CH2:39][CH2:38][CH:37]([CH2:40][C:41]([OH:43])=O)[CH2:36][CH2:35]3)=[O:33])[C@@:13]([C:25]3[CH:30]=[CH:29][C:28]([Cl:31])=[CH:27][CH:26]=3)([CH3:24])[C@@:14]([C:17]3[CH:22]=[CH:21][C:20]([Cl:23])=[CH:19][CH:18]=3)([CH3:16])[N:15]=2)=[C:7]([O:44][CH2:45][CH3:46])[CH:6]=1)([CH3:4])([CH3:3])[CH3:2].[CH2:47]([NH:51][CH2:52][CH:53]([CH3:55])[CH3:54])[CH:48]([CH3:50])[CH3:49]>>[C:1]([C:5]1[N:10]=[CH:9][C:8]([C:11]2[N:12]([C:32]([N:34]3[CH2:35][CH2:36][CH:37]([CH2:40][C:41]([N:51]([CH2:52][CH:53]([CH3:55])[CH3:54])[CH2:47][CH:48]([CH3:50])[CH3:49])=[O:43])[CH2:38][CH2:39]3)=[O:33])[C@@:13]([C:25]3[CH:26]=[CH:27][C:28]([Cl:31])=[CH:29][CH:30]=3)([CH3:24])[C@@:14]([C:17]3[CH:22]=[CH:21][C:20]([Cl:23])=[CH:19][CH:18]=3)([CH3:16])[N:15]=2)=[C:7]([O:44][CH2:45][CH3:46])[CH:6]=1)([CH3:2])([CH3:3])[CH3:4]. Procedure details: In a manner analogous to the method described in example 163, {1-[(4S,5R)-2-(6-tert-butyl-4-ethoxy-pyridin-3-yl)-4,5-bis-(4-chloro-phenyl)-4,5-dimethyl-4,5-dihydro-imidazole-1-carbonyl]-piperidin-4-yl}-acetic acid was reacted with diisobutylamine (Alfa) to give the title product. LC-MS (ES+) 776 [(M+H)+]. Starting materials: S1C2=C(C(=C1)C(CNC(=O)C=1SC3=C(N1)C(=CC=C3N3CCOCC3)OC)=O)C=CC=C2 (4-methoxy-7-morpholin-4-yl-benzothiazole-2-carboxylic acid (2-benzo[b]thiophen-3-yl-2-oxo-ethyl)-amide), FC(C(=O)[O-])(F)F.[NH4+] (ammonium triflouroacetate). Run in O (water). Product: S1C2=C(C(=C1)C1=CN=C(N1)C=1SC3=C(N1)C(=CC=C3N3CCOCC3)OC)C=CC=C2 (2-(5-benzo[b]thiophen-3-yl-1H-imidazol-2-yl)-4-methoxy-7-morpholin-4-yl-benzothiazole). The yield is 69.5%. As a reaction SMILES: [S:1]1[CH:5]=[C:4]([C:6](=O)[CH2:7][NH:8][C:9]([C:11]2[S:12][C:13]3[C:19]([N:20]4[CH2:25][CH2:24][O:23][CH2:22][CH2:21]4)=[CH:18][CH:17]=[C:16]([O:26][CH3:27])[C:14]=3[N:15]=2)=O)[C:3]2[CH:29]=[CH:30][CH:31]=[CH:32][C:2]1=2.FC(F)(F)C([O-])=O.[NH4+:40]>O>[S:1]1[CH:5]=[C:4]([C:6]2[NH:40][C:9]([C:11]3[S:12][C:13]4[C:19]([N:20]5[CH2:25][CH2:24][O:23][CH2:22][CH2:21]5)=[CH:18][CH:17]=[C:16]([O:26][CH3:27])[C:14]=4[N:15]=3)=[N:8][CH:7]=2)[C:3]2[CH:29]=[CH:30][CH:31]=[CH:32][C:2]1=2 |f:1.2|. Reported procedure: A mixture of 0.15 g 4-methoxy-7-morpholin-4-yl-benzothiazole-2-carboxylic acid (2-benzo[b]thiophen-3-yl-2-oxo-ethyl)-amide and 0.43 g ammonium triflouroacetate was melted at 210° C. for 30 minutes and, after cooling to room temperature, suspended in water. Extraction with dichloromethane and chromatography on silicagel with ethylacetate/hexane 1:1 gave 0.10 g (69%) 2-(5-benzo[b]thiophen-3-yl-1H-imidazol-2-yl)-4-methoxy-7-morpholin-4-yl-benzothiazole as yellow solid; M.p.: 161–162° C.; MS (ISP): ... The reactants are PdC, FC(C(=O)[O-])(F)F (trifluoroacetate), [Si](C)(C)(C)C#N (TMSCN), N1(C=NC=C1)C(=O)N1C=NC=C1 (di-(imidazol-1-yl)methanone), NC1=CC2=C(N=CN2)C=C1 (5-aminobenzimidazole), ClC1=C(C=O)C(=CC=C1)Cl (2,6-dichloro-benzaldehyde), TEA. Product: N1C=NC2=C1C=CC(=C2)N2C(NCC2C2=C(C=CC=C2Cl)Cl)=O (1-(1H-benzo[d]imidazol-5-yl)-5-(2,6-dichlorophenyl)imidazolidin-2-one). Reaction SMILES: FC(F)(F)C([O-])=O.[NH2:8][C:9]1[CH:17]=[CH:16][C:12]2[N:13]=[CH:14][NH:15][C:11]=2[CH:10]=1.[Cl:18][C:19]1[CH:26]=[CH:25][CH:24]=[C:23]([Cl:27])[C:20]=1[CH:21]=O.[Si](C#N)(C)(C)C.[N:34]1([C:39](N2C=CN=C2)=[O:40])C=CN=[CH:35]1>>[NH:13]1[C:12]2[CH:16]=[CH:17][C:9]([N:8]3[CH:21]([C:20]4[C:19]([Cl:18])=[CH:26][CH:25]=[CH:24][C:23]=4[Cl:27])[CH2:35][NH:34][C:39]3=[O:40])=[CH:10][C:11]=2[N:15]=[CH:14]1. Reported procedure: The compound was synthesized as trifluoroacetate salt starting from 5-aminobenzimidazole (0.585 g, 4.4 mmol), 2,6-dichloro-benzaldehyde (0.7 g, 4 mmol), TMSCN (0.5 mL, 4 mmol), PdC (10%, 0.02 g), TEA (0.4 mL, 2.8 mmol), di-(imidazol-1-yl)methanone (0.253 g, 1.56 mmol) as described in method 2. The product was purified by means of preparative HPLC. Starting materials: Brc1cc(Br)cc(Br)c1, C[O-], [Na+], CN(C)C=O. Yields the product COc1cc(Br)cc(Br)c1. As a reaction SMILES: [Br:4][c:5]1[cH:6][c:7]([Br:12])[cH:8][c:9]([Br:11])[cH:10]1.[CH3:1][O-:2].[Na+:3].[O:13]=[CH:14][N:15]([CH3:16])[CH3:17]>>[CH3:1][O:2][c:9]1[cH:8][c:7]([Br:12])[cH:6][c:5]([Br:4])[cH:10]1. Starting materials: CCOC(=O)c1ccccc1-c1ccc(C(C)(C)C)cc1, C1CCOC1, CO, [Li+], [OH-], O, O. Yields the product CC(C)(C)c1ccc(-c2ccccc2C(=O)O)cc1. As a reaction SMILES: [CH2:1]([CH3:2])[O:3][C:4](=[O:5])[c:6]1[c:7](-[c:12]2[cH:13][cH:14][c:15]([C:18]([CH3:19])([CH3:20])[CH3:21])[cH:16][cH:17]2)[cH:8][cH:9][cH:10][cH:11]1.[CH2:28]1[O:29][CH2:30][CH2:31][CH2:32]1.[CH3:22][OH:23].[Li+:27].[OH-:26].[OH2:24].[OH2:25]>>[O:3]=[C:4]([OH:5])[c:6]1[c:7](-[c:12]2[cH:13][cH:14][c:15]([C:18]([CH3:19])([CH3:20])[CH3:21])[cH:16][cH:17]2)[cH:8][cH:9][cH:10][cH:11]1. The reactants are [Si](C)(C)(C(C)(C)C)OC1=CC=C(C=C1)CCC(C)=O (4-(4-tert-Butyldimethylsilyloxy-phenyl)-2-butanone), C(CCC)[Li] (n-butyllithium), [H-].[Na+] (NaH), C(CC(=O)C)(=O)OC (methyl acetoacetate). Solvent: C1CCOC1 (THF). Yields the product OC1=CC(OC(C1)(C)CCC1=CC=C(C=C1)O)=O (4-Hydroxy-6-[-2-(4-hydroxy-phenyl)-ethyl]-6-methyl-5,6-dihydro-pyran-2-one). Reaction SMILES: [Si]([O:8][C:9]1[CH:14]=[CH:13][C:12]([CH2:15][CH2:16][C:17](=[O:19])[CH3:18])=[CH:11][CH:10]=1)(C(C)(C)C)(C)C.[H-].[Na+].[C:22](OC)(=[O:27])[CH2:23][C:24]([CH3:26])=[O:25].C([Li])CCC>C1COCC1>[OH:25][C:24]1[CH2:26][C:17]([CH2:16][CH2:15][C:12]2[CH:11]=[CH:10][C:9]([OH:8])=[CH:14][CH:13]=2)([CH3:18])[O:19][C:22](=[O:27])[CH:23]=1 |f:1.2|. Reported procedure: The title compound was prepared as described in General Method 6 using 16.9 g (60.9 mmol) of 4-(4-tert-butyldimethylsilyloxyphenyl)-2-butanone (prepared in Example R), 7.32 g (183 mmol) of 60% NaH dispersion in mineral oil, 21.2 g (183 mmol) of methyl acetoacetate, 114 mL (1.64M, 183 mmol) of n-butyllithium and 360 mL of THF. The reaction mixture was quenched with 0.1N HCl and the product was extracted into EtOAc. The organic layer was dried (MgSO4) and the solvents were evaporated. Reactants: C(C)OC(C1=CC=C(C=C1)P(=O)(OCC)CP(=O)(OCC)OCC)=O (4-[(Diethoxyphosphorylmethyl)-ethoxyphosphinoyl]-benzoic Acid Ethyl Ester), [OH-].[Li+] (lithium hydroxide). The solvent is O (water), CO (methanol). Run at time 4 hour. Yields the product C(C)OP(=O)(OCC)CP(=O)(C1=CC=C(C(=O)O)C=C1)OCC (4-[(Diethoxyphosphorylmethyl)-ethoxyphosphinoyl]-benzoic Acid). RXN SMILES: C([O:3][C:4](=[O:25])[C:5]1[CH:10]=[CH:9][C:8]([P:11]([CH2:16][P:17]([O:22][CH2:23][CH3:24])([O:19][CH2:20][CH3:21])=[O:18])([O:13][CH2:14][CH3:15])=[O:12])=[CH:7][CH:6]=1)C.[OH-].[Li+]>CO.O>[CH2:20]([O:19][P:17]([CH2:16][P:11]([O:13][CH2:14][CH3:15])([C:8]1[CH:7]=[CH:6][C:5]([C:4]([OH:25])=[O:3])=[CH:10][CH:9]=1)=[O:12])([O:22][CH2:23][CH3:24])=[O:18])[CH3:21] |f:1.2|. Procedure: To a solution of 4-[(Diethoxyphosphorylmethyl)-ethoxyphosphinoyl]-benzoic acid ethyl ester (3c) (1 g, 2.55 mmol) in methanol (25 mL) was slowly added lithium hydroxide (monohydrate, 0.11 g, 2.55 mmol) in water (25 mL). The resulting reaction mixture was stirred at room temperature for 4 hours. The reaction mixture was concentrated to remove methanol and diluted with brine, then extracted with EtOAc (3×100 mL) until the aqueous layer showed little or no evidence of product by HPLC. The combined o... The reactants are IV, C([O-])(O)=O.[Na+] (sodium bicarbonate), C=1(C(=CC=CC1)S(=O)[O-])C.[Na+] (sodium toluenesulfinate), S(=O)(Cl)Cl (sulfinyl chloride), N1C=CC2=CC=CC=C12 (indole). The solvent is ClCCl (dichloromethane). Reaction conditions: time 30 minute. The product is C=1(C(=CC=CC1)S(=O)Cl)C (Toluenesulfinyl chloride). RXN SMILES: [C:1]1([CH3:10])[C:2]([S:7]([O-])=[O:8])=[CH:3][CH:4]=[CH:5][CH:6]=1.[Na+].S(Cl)([Cl:14])=O.N1C2C(=CC=CC=2)C=C1.C(=O)(O)[O-].[Na+]>ClCCl>[C:1]1([CH3:10])[C:2]([S:7]([Cl:14])=[O:8])=[CH:3][CH:4]=[CH:5][CH:6]=1 |f:0.1,4.5|. Procedure details: Toluenesulfinyl chloride was prepared according to Org. Syn., IV, 937 on half the scale described (that is, on 0.1 mole sodium toluenesulfinate). The crude sulfinyl chloride (15.2 g) was added dropwise to 11 g of indole dissolved in dichloromethane (200 ml) at 0° C. in the presence of 20 g of sodium bicarbonate. After 30 min at room temperature, the reaction mixture was washed well with saturated sodium bicarbonate solution, the phases separated and the organic phase dried and evaporated. The cr... The reactants are I.COC(=O)C=1C=2C(=CNC2C=CC1)CN(C)C (3-dimethylaminomethyl-1H-indole-4-carboxylic acid methyl ester hydroiodide), S(=O)(=O)(OC)OC (dimethyl sulfate), C[O-].[Na+] (sodium methoxide), [N+](=O)([O-])C(C)C (2-nitropropane). Solvent: CO (methanol), C(C)(=O)OCC (ethyl acetate), [NH4+].[Cl-] (NH4Cl). Reaction conditions: time 8 hour. Yields the product COC(=O)C=1C=2C(=CNC2C=CC1)CC(C)([N+](=O)[O-])C (3-(2-methyl-2-nitropropyl)-1H-indole-4-carboxylic acid methyl ester). As a reaction SMILES: I.[CH3:2][O:3][C:4]([C:6]1[C:7]2[C:8]([CH2:15]N(C)C)=[CH:9][NH:10][C:11]=2[CH:12]=[CH:13][CH:14]=1)=[O:5].S(OC)(OC)(=O)=O.C[O-].[Na+].[N+:29]([CH:32]([CH3:34])[CH3:33])([O-:31])=[O:30]>CO.C(OCC)(=O)C.[NH4+].[Cl-]>[CH3:2][O:3][C:4]([C:6]1[C:7]2[C:8]([CH2:15][C:32]([CH3:34])([N+:29]([O-:31])=[O:30])[CH3:33])=[CH:9][NH:10][C:11]=2[CH:12]=[CH:13][CH:14]=1)=[O:5] |f:0.1,3.4,8.9|. Reported procedure: A 0° C. solution of 3-dimethylaminomethyl-1H-indole-4-carboxylic acid methyl ester hydroiodide (19 g, 52.7 mmol) in 75 ml of methanol and 75 ml of 2-nitropropane is treated with dimethyl sulfate (10 ml, 105.5 mmol) and solid sodium methoxide (6.3 g, 110.6.mmol) sequentially. The resulting mixture is allowed to warm to ambient temperature, and, after stirring overnight, the reaction mixture is diluted with ethyl acetate (300 ml) and saturated aqueous NH4Cl solution (500 ml). The aqueous layer is ...